The task is: describe an organic reaction: reactants, conditions, products, and yield. This data is from the Open Reaction Database (ORD), a public repository of structured organic reaction records. Reactants: resultant mixture, C1(=CC=C(C=C1)N(C1=CC=CC=C1)C1=CC=C2CCC=3C=CC=C1C32)C (5-[N-(4-tolyl)-N-phenylamino]acenaphthene), [OH-].[Na+] (sodium hydroxide), P(=O)(Cl)(Cl)Cl (phosphorus oxychloride), C1(=CC=C(C=C1)N(C1=CC=CC=C1)C1=CC=C2CCC=3C=CC=C1C32)C (5-[N-(4-tolyl)-N-phenylamino]acenaphthene), CN(C=O)C (N,N-dimethylformamide). Reaction SMILES: [C:1]1([CH3:26])[CH:6]=[CH:5][C:4]([N:7]([C:14]2[C:24]3[C:25]4[C:17]([CH2:18][CH2:19][C:20]=4[CH:21]=[CH:22][CH:23]=3)=[CH:16][CH:15]=2)[C:8]2[CH:13]=[CH:12][CH:11]=[CH:10][CH:9]=2)=[CH:3][CH:2]=1.P(Cl)(Cl)(Cl)=O.[OH-:32].[Na+].[CH3:34]N(C)C=O>O>[CH:26]([C:1]1[CH:6]=[CH:5][C:4]([N:7]([C:14]2[C:24]3[C:25]4[C:17]([CH2:18][CH2:19][C:20]=4[CH:21]=[CH:22][CH:23]=3)=[CH:16][CH:15]=2)[C:8]2[CH:9]=[CH:10][C:11]([CH3:34])=[CH:12][CH:13]=2)=[CH:3][CH:2]=1)=[O:32] |f:2.3|. The yield is 97.1%. Procedure: 4.7 g (0.014 mol) of the above prepared 5-[N-(4-tolyl)-N-phenylamino]acenaphthene was dissolved in 30 ml of N,N-dimethylformamide, and 3.22 g (0.021 mol) of phosphorus oxychloride was dropwise added thereto at room temperature for 10 minutes. After the temperature was raised to 50° C., and the mixture was stirred for 14 hours. The reaction was determined to be finished when disappearance of 5-[N-(4-tolyl)-N-phenylamino]acenaphthene was identified. The reaction product was poured into an aqueous ... Yields the product C(=O)C1=CC=C(C=C1)N(C1=CC=C(C=C1)C)C1=CC=C2CCC=3C=CC=C1C32 (5-[N-(4-formylphenyl)-N-(4-tolyl)amino]acenaphthene). The solvent is O (water). Reaction conditions: temperature 50 celsius, time 10 minute. The reactants are COC(=O)Nc1ccc(C(=O)OC)cc1, [Na+], [OH-], O. Product: COC(=O)Nc1ccc(C(=O)O)cc1. RXN SMILES: [CH3:1][O:2][C:3](=[O:4])[NH:5][c:6]1[cH:7][cH:8][c:9]([C:10](=[O:11])[O:12][CH3:13])[cH:14][cH:15]1.[Na+:17].[OH-:16].[OH2:18]>>[CH3:1][O:2][C:3](=[O:4])[NH:5][c:6]1[cH:7][cH:8][c:9]([C:10](=[O:11])[OH:12])[cH:14][cH:15]1.